This data is from the Open Reaction Database (ORD), a public repository of structured organic reaction records. The task is: describe an organic reaction: reactants, conditions, products, and yield Reactants: C(C)OC(C(C(=O)OCC)=CC=1C=NC(=CC1)NC(=O)OC(C)(C)C)=O (2-(6-tert-butoxycarbonylamino-pyridin-3-ylmethylene)-malonic acid diethyl ester), [Cl-].[NH4+] (ammonium chloride), [Cu](C#N)C#N (copper cyanide), C(C)(C)[Mg]Br (isopropylmagnesium bromide). Run in O1CCCC1 (tetrahydrofurane), N (ammonia), O1CCCC1 (tetrahydrofurane), O1CCCC1 (tetrahydrofurane). Conditions: time 16 hour. The product is C(C)OC(C(C(=O)OCC)C(C(C)C)C=1C=NC(=CC1)NC(=O)OC(C)(C)C)=O (2-[1-(6-tert-butoxycarbonylamino-pyridin-3-yl)-2-methyl-propyl]-malonic acid diethyl ester). Yield: 67.1%. As a reaction SMILES: [Cu](C#N)C#N.[CH:6]([Mg]Br)([CH3:8])[CH3:7].[CH2:11]([O:13][C:14](=[O:36])[C:15](=[CH:21][C:22]1[CH:23]=[N:24][C:25]([NH:28][C:29]([O:31][C:32]([CH3:35])([CH3:34])[CH3:33])=[O:30])=[CH:26][CH:27]=1)[C:16]([O:18][CH2:19][CH3:20])=[O:17])[CH3:12].[Cl-].[NH4+]>O1CCCC1.N>[CH2:19]([O:18][C:16](=[O:17])[CH:15]([CH:21]([C:22]1[CH:23]=[N:24][C:25]([NH:28][C:29]([O:31][C:32]([CH3:34])([CH3:33])[CH3:35])=[O:30])=[CH:26][CH:27]=1)[CH:6]([CH3:8])[CH3:7])[C:14]([O:13][CH2:11][CH3:12])=[O:36])[CH3:20] |f:3.4|. Reported procedure: To a stirred solution of copper cyanide (3.58 g, 40 mmol) in tetrahydrofurane (50 mL) at −15° C. a solution of isopropylmagnesium bromide (40 mL, 2 M, 80 mmol) in tetrahydrofurane was added under argon over 15 min. After additional 15 min stirring a solution of 2-(6-tert-butoxycarbonylamino-pyridin-3-ylmethylene)-malonic acid diethyl ester (3.78 g, 10.4 mmol) in tetrahydrofurane (50 ml) was added dropwise over 15 min. After stirring for 16 h the mixture was allowed to warm up to room temperature... Starting materials: Cc1cc([N+](=O)[O-])cc(C)c1Oc1ccc(O)c(S(=O)(=O)c2ccc(F)cc2)c1, CCO, CCOC(C)=O. The product is Cc1cc(N)cc(C)c1Oc1ccc(O)c(S(=O)(=O)c2ccc(F)cc2)c1. Reaction SMILES: [CH3:1][c:2]1[c:3]([O:4][c:5]2[cH:6][c:7]([S:12](=[O:13])(=[O:14])[c:15]3[cH:16][cH:17][c:18]([F:21])[cH:19][cH:20]3)[c:8]([OH:11])[cH:9][cH:10]2)[c:22]([CH3:29])[cH:23][c:24]([N+:26]([O-:27])=[O:28])[cH:25]1.[CH3:30][CH2:31][OH:32].[CH3:33][CH2:34][O:35][C:36]([CH3:37])=[O:38]>>[CH3:1][c:2]1[c:3]([O:4][c:5]2[cH:6][c:7]([S:12](=[O:13])(=[O:14])[c:15]3[cH:16][cH:17][c:18]([F:21])[cH:19][cH:20]3)[c:8]([OH:11])[cH:9][cH:10]2)[c:22]([CH3:29])[cH:23][c:24]([NH2:26])[cH:25]1.